Task: describe an organic reaction: reactants, conditions, products, and yield. Dataset: the Open Reaction Database (ORD), a public repository of structured organic reaction records Starting materials: CCOC(=O)c1sc2cnccc2c1Nc1ccc(Br)cc1F, C1CCOC1, CC1(C)OCC(CON)O1, CCN=C=NCCCN(C)C, CCOC(C)=O, CCO, CCN(C(C)C)C(C)C, [Na+], [OH-], On1nnc2ccccc21. Product: CC1(C)OCC(CONC(=O)c2sc3cnccc3c2Nc2ccc(Br)cc2F)O1. As a reaction SMILES: [Br:1][c:2]1[cH:3][c:4]([F:23])[c:5]([NH:8][c:9]2[c:10]([C:18]([O:20][CH2:19][CH3:21])=[O:22])[s:11][c:12]3[cH:13][n:14][cH:15][cH:16][c:17]23)[cH:6][cH:7]1.[CH2:66]1[O:67][CH2:68][CH2:69][CH2:70]1.[CH3:26][C:27]1([CH3:35])[O:28][CH2:29][CH:30]([CH2:32][O:33][NH2:34])[O:31]1.[CH3:36][CH2:37][N:38]=[C:39]=[N:40][CH2:41][CH2:42][CH2:43][N:44]([CH3:45])[CH3:46].[CH3:71][CH2:72][O:73][C:74](=[O:75])[CH3:76].[CH3:77][CH2:78][OH:79].[CH:57]([N:58]([CH2:59][CH3:60])[CH:61]([CH3:62])[CH3:63])([CH3:64])[CH3:65].[Na+:25].[OH-:24].[OH:47][n:48]1[c:49]2[c:50]([cH:51][cH:52][cH:53][cH:54]2)[n:55][n:56]1>>[Br:1][c:2]1[cH:3][c:4]([F:23])[c:5]([NH:8][c:9]2[c:10]([C:18](=[O:20])[NH:34][O:33][CH2:32][CH:30]3[CH2:29][O:28][C:27]([CH3:26])([CH3:35])[O:31]3)[s:11][c:12]3[cH:13][n:14][cH:15][cH:16][c:17]23)[cH:6][cH:7]1. The reactants are ClC=1C=CC=2N(C1)C(=C(N2)C(=O)OC)C (methyl 6-chloro-3-methylimidazo[1,2-a]pyridine-2-carboxylate), [OH-].[K+] (potassium hydroxide), Cl (HCl), [OH-].[K+] (KOH). Run in CO (MeOH). Conditions: temperature 50 celsius. Product: ClC=1C=CC=2N(C1)C(=C(N2)C(=O)O)C (6-chloro-3-methylimidazo[1,2-a]pyridine-2-carboxylic acid). RXN SMILES: [Cl:1][C:2]1[CH:3]=[CH:4][C:5]2[N:6]([C:8]([CH3:15])=[C:9]([C:11]([O:13]C)=[O:12])[N:10]=2)[CH:7]=1.[OH-].[K+].Cl>CO>[Cl:1][C:2]1[CH:3]=[CH:4][C:5]2[N:6]([C:8]([CH3:15])=[C:9]([C:11]([OH:13])=[O:12])[N:10]=2)[CH:7]=1 |f:1.2|. Reported procedure: To a solution of methyl 6-chloro-3-methylimidazo[1,2-a]pyridine-2-carboxylate (1.01 g, 4.50 mmol) in MeOH (18 mL) at room temperature was added potassium hydroxide (407 mg, 7.25 mmol). The reaction mixture was heated to 50° C. for 15 h, and additional KOH (293 mg) was added. The reaction mixture was heated to reflux for 1 h, cooled to room temperature and 5 M HCl (2.5 mL) was added and the reaction mixture was concentrated. toluene (25 mL) was added to the concentrate and the toluene was evapora... Reactants: CC(=O)OC(C)=O, CN(C)c1ccncc1, CC(C)(C)[Si](C)(C)OCC1OC(n2cnc3c(N)ncnc32)CC1O, c1ccncc1. Yields the product CC(=O)OC1CC(n2cnc3c(N)ncnc32)OC1CO[Si](C)(C)C(C)(C)C. As a reaction SMILES: [CH3:26][C:27](=[O:28])[O:29][C:30](=[O:31])[CH3:32].[CH3:33][N:34]([c:35]1[cH:36][cH:37][n:38][cH:39][cH:40]1)[CH3:41].[NH2:1][c:2]1[c:3]2[n:4][cH:5][n:6]([CH:11]3[CH2:12][CH:13]([OH:25])[CH:14]([CH2:16][O:17][Si:18]([CH3:19])([CH3:20])[C:21]([CH3:22])([CH3:23])[CH3:24])[O:15]3)[c:7]2[n:8][cH:9][n:10]1.[cH:42]1[cH:43][cH:44][n:45][cH:46][cH:47]1>>[NH2:1][c:2]1[c:3]2[n:4][cH:5][n:6]([CH:11]3[CH2:12][CH:13]([O:25][C:27]([CH3:26])=[O:28])[CH:14]([CH2:16][O:17][Si:18]([CH3:19])([CH3:20])[C:21]([CH3:22])([CH3:23])[CH3:24])[O:15]3)[c:7]2[n:8][cH:9][n:10]1.